This data is from the Open Reaction Database (ORD), a public repository of structured organic reaction records. The task is: describe an organic reaction: reactants, conditions, products, and yield Reactants: ClC1=CC(=C(C=C1)C(CC(=O)C=1C=CC(N(C1)CCO)=O)C1=CC=C(C=C1)S(=O)(=O)C)C (5-(3-(4-chloro-2-methylphenyl)-3-(4-(methylsulfonyl)phenyl)propanoyl)-1-(2-hydroxyethyl)pyridin-2(1H)-one), Cl.NO (hydroxylamine hydrochloride), C(O)([O-])=O.[Na+] (sodium hydrogencarbonate). The product is ClC1=CC(=C(C=C1)C(C\C(=N/O)\C=1C=CC(N(C1)CCO)=O)C1=CC=C(C=C1)S(=O)(=O)C)C ((E)-5-(3-(4-Chloro-2-methylphenyl)-1-(hydroxyimino)-3-(4-(methylsulfonyl)-phenyl)propyl)-1-(2-hydroxyethyl)pyridin-2(1H)-one). Reaction SMILES: [Cl:1][C:2]1[CH:7]=[CH:6][C:5]([CH:8]([C:22]2[CH:27]=[CH:26][C:25]([S:28]([CH3:31])(=[O:30])=[O:29])=[CH:24][CH:23]=2)[CH2:9][C:10]([C:12]2[CH:13]=[CH:14][C:15](=[O:21])[N:16]([CH2:18][CH2:19][OH:20])[CH:17]=2)=O)=[C:4]([CH3:32])[CH:3]=1.Cl.[NH2:34][OH:35].C(=O)([O-])O.[Na+]>>[Cl:1][C:2]1[CH:7]=[CH:6][C:5]([CH:8]([C:22]2[CH:27]=[CH:26][C:25]([S:28]([CH3:31])(=[O:30])=[O:29])=[CH:24][CH:23]=2)[CH2:9]/[C:10](/[C:12]2[CH:13]=[CH:14][C:15](=[O:21])[N:16]([CH2:18][CH2:19][OH:20])[CH:17]=2)=[N:34]\[OH:35])=[C:4]([CH3:32])[CH:3]=1 |f:1.2,3.4|. Reported procedure: In analogy to example 151, step 3, 5-(3-(4-chloro-2-methylphenyl)-3-(4-(methylsulfonyl)phenyl)propanoyl)-1-(2-hydroxyethyl)pyridin-2(1H)-one was reacted with hydroxylamine hydrochloride in the presence of sodium hydrogencarbonate to give the title compound containing less than 10% of the corresponding Z isomer as an off-white solid, MS (ESI+): m/z=489.3 [M+H]+. Starting materials: C(C)(C)(C)OC(NC1(COC(OC1)(C)C)CN1CCC2=CC(=CC=C12)C1=NOC(=N1)C1=CC(=C(C=C1)OCCC)Br)=O (tert-Butyl-5-((5-(5-(3-bromo-4-propoxyphenyl)-1,2,4-oxadiazol-3-yl)indolin-1-yl)methyl)-2,2-dimethyl-1,3-dioxan-5-ylcarbamate), C(C)OC=1C=C(C=CC1OCC)C1=NC(=NO1)C1=C2CCN(C2=CC=C1)CC1(COC(OC1)(C)C)NC(OC(C)(C)C)=O (tert-butyl 5-((4-(5-(3,4-diethoxyphenyl)-1,2,4-oxadiazol-3-yl)indolin-1-yl)methyl)-2,2-dimethyl-1,3-dioxan-5-ylcarbamate). Product: NC(CO)(CO)CN1CCC2=CC(=CC=C12)C1=NOC(=N1)C1=CC(=C(C=C1)OCCC)Br (2-Amino-2-((5-(5-(3-bromo-4-propoxyphenyl)-1,2,4-oxadiazol-3-yl)indolin-1-yl)methyl)propane-1,3-diol). The yield is 44.0%. As a reaction SMILES: C(OC(=O)[NH:7][C:8]1([CH2:16][N:17]2[C:25]3[C:20](=[CH:21][C:22]([C:26]4[N:30]=[C:29]([C:31]5[CH:36]=[CH:35][C:34]([O:37][CH2:38][CH2:39][CH3:40])=[C:33]([Br:41])[CH:32]=5)[O:28][N:27]=4)=[CH:23][CH:24]=3)[CH2:19][CH2:18]2)[CH2:13][O:12]C(C)(C)[O:10][CH2:9]1)(C)(C)C.C(OC1C=C(C2ON=C(C3C=CC=C4C=3CCN4CC3(NC(=O)OC(C)(C)C)COC(C)(C)OC3)N=2)C=CC=1OCC)C>>[NH2:7][C:8]([CH2:16][N:17]1[C:25]2[C:20](=[CH:21][C:22]([C:26]3[N:30]=[C:29]([C:31]4[CH:36]=[CH:35][C:34]([O:37][CH2:38][CH2:39][CH3:40])=[C:33]([Br:41])[CH:32]=4)[O:28][N:27]=3)=[CH:23][CH:24]=2)[CH2:19][CH2:18]1)([CH2:9][OH:10])[CH2:13][OH:12]. Procedure: When the product of Step E was substituted for tert-butyl 5-((4-(5-(3,4-diethoxyphenyl)-1,2,4-oxadiazol-3-yl)indolin-1-yl)methyl)-2,2-dimethyl-1,3-dioxan-5-ylcarbamate in Example 34, Step E, the identical process afforded the title compound in 44% yield. 1H-NMR (DMSO-d6) 1.0 (tr, 3H, J=7.38 Hz); 1.75-1.79 (m, 2H); 2.99 (5, 2H); 3.2-3.4 (m, 8H); 4.13 (tr, 2H, J=6.30 Hz); 4.61 (broad s, 1H); 6.77 (d, 1H); 7.13 (tr, 1H); 7.24 (d, 1H, J=7.59 Hz), 7.31 (d, 1H, J=8.79 Hz), 8.11 (dd, 1H, J=2.13, 8.64 H... Reactants: CC(=O)[O-], CC(=O)[O-], CC(=O)C(C)(C)C, C[O-], CC(=O)O, CCOC(=O)C(F)(F)Cl, [Cu+2], [Na+], O. The product is CC(C)(C)C(=O)CC(=O)C(F)(F)Cl. Reaction SMILES: [C:25]([O-:26])(=[O:27])[CH3:28].[C:30]([O-:31])(=[O:32])[CH3:33].[CH3:13][C:14]([C:15]([CH3:16])([CH3:17])[CH3:18])=[O:19].[CH3:1][O-:2].[CH3:20][C:21](=[O:22])[OH:23].[Cl:4][C:5]([C:6]([O:8][CH2:7][CH3:9])=[O:10])([F:11])[F:12].[Cu+2:29].[Na+:3].[OH2:24]>>[Cl:4][C:5]([C:6](=[O:8])[CH2:13][C:14]([C:15]([CH3:16])([CH3:17])[CH3:18])=[O:19])([F:11])[F:12]. The reactants are COCO[C@@H]1CN(CC1)C[C@@H](O)C1=CC=CC=C1 (2-(3-(S)-methoxymethoxypyrrolidin-1-yl)-1-(S)-phenylethanol), COCO[C@@H]1CN(CC1)[C@@H](CO)C1=CC=CC=C1 (2-(3-(S)-methoxymethoxypyrrolidin-1-yl)-2-(R)-phenylethanol), FC=1C=C(C(=O)OC)C=CC1NC (methyl 3-fluoro-4-methylaminobenzoate), Example 29 ( i ). Product: FC=1C=C(C(=O)OC)C=CC1N(C)[C@H](CN1C[C@H](CC1)OCOC)C1=CC=CC=C1 (Methyl 3-fluoro -4-{N-[2-(3-(S)-methoxymethoxypyrrolidin-1-yl)-1-(S)-phenylethyl]-N-methylamino}benzoate). Isolated yield 52.0%. As a reaction SMILES: [CH3:1][O:2][CH2:3][O:4][C@H:5]1[CH2:9][CH2:8][N:7]([CH2:10][C@H:11]([C:13]2[CH:18]=[CH:17][CH:16]=[CH:15][CH:14]=2)O)[CH2:6]1.COCO[C@H]1CCN([C@H](C2C=CC=CC=2)CO)C1.[F:37][C:38]1[CH:39]=[C:40]([CH:45]=[CH:46][C:47]=1[NH:48][CH3:49])[C:41]([O:43][CH3:44])=[O:42]>>[F:37][C:38]1[CH:39]=[C:40]([CH:45]=[CH:46][C:47]=1[N:48]([C@@H:11]([C:13]1[CH:18]=[CH:17][CH:16]=[CH:15][CH:14]=1)[CH2:10][N:7]1[CH2:8][CH2:9][C@H:5]([O:4][CH2:3][O:2][CH3:1])[CH2:6]1)[CH3:49])[C:41]([O:43][CH3:44])=[O:42]. Procedure details: This was prepared from 2-(3-(S)-methoxymethoxypyrrolidin-1-yl)-1-(S)-phenylethanol and 2-(3-(S)-methoxymethoxypyrrolidin-1-yl)-2-(R)-phenylethanol and methyl 3-fluoro-4-methylaminobenzoate in 52% yield according to the procedures similar to those described in Example 29 (i). Starting materials: [Br-], COc1ccc2oc(C=O)c(Br)c2c1, [Mg+]C1CCCCC1, [Cl-], [NH4+], C1CCOC1. The product is COc1ccc2oc(C(O)C3CCCCC3)c(Br)c2c1. As a reaction SMILES: [Br-:15].[Br:1][c:2]1[c:3]([CH:13]=[O:14])[o:4][c:5]2[c:6]1[cH:7][c:8]([O:11][CH3:12])[cH:9][cH:10]2.[CH:16]1([Mg+:22])[CH2:17][CH2:18][CH2:19][CH2:20][CH2:21]1.[Cl-:23].[NH4+:24].[O:25]1[CH2:26][CH2:27][CH2:28][CH2:29]1>>[Br:1][c:2]1[c:3]([CH:13]([OH:14])[CH:16]2[CH2:17][CH2:18][CH2:19][CH2:20][CH2:21]2)[o:4][c:5]2[c:6]1[cH:7][c:8]([O:11][CH3:12])[cH:9][cH:10]2. Starting materials: C#CC(=O)OC, C1CCOC1, CCCC[SnH](CCCC)CCCC, c1ccc(P(c2ccccc2)(c2ccccc2)[Pd](P(c2ccccc2)(c2ccccc2)c2ccccc2)(P(c2ccccc2)(c2ccccc2)c2ccccc2)P(c2ccccc2)(c2ccccc2)c2ccccc2)cc1. Yields the product C=C(C(=O)OC)[Sn](CCCC)(CCCC)CCCC. Reaction SMILES: [C:14]([C:15]#[CH:16])(=[O:17])[O:18][CH3:19].[CH2:20]1[O:21][CH2:22][CH2:23][CH2:24]1.[CH3:1][CH2:2][CH2:3][CH2:4][SnH:5]([CH2:6][CH2:7][CH2:8][CH3:9])[CH2:10][CH2:11][CH2:12][CH3:13].[cH:25]1[cH:26][cH:27][c:28]([P:29]([Pd:30]([P:31]([c:32]2[cH:33][cH:34][cH:35][cH:36][cH:37]2)([c:38]2[cH:39][cH:40][cH:41][cH:42][cH:43]2)[c:44]2[cH:45][cH:46][cH:47][cH:48][cH:49]2)([P:50]([c:51]2[cH:52][cH:53][cH:54][cH:55][cH:56]2)([c:57]2[cH:58][cH:59][cH:60][cH:61][cH:62]2)[c:63]2[cH:64][cH:65][cH:66][cH:67][cH:68]2)[P:69]([c:70]2[cH:71][cH:72][cH:73][cH:74][cH:75]2)([c:76]2[cH:77][cH:78][cH:79][cH:80][cH:81]2)[c:82]2[cH:83][cH:84][cH:85][cH:86][cH:87]2)([c:88]2[cH:89][cH:90][cH:91][cH:92][cH:93]2)[c:94]2[cH:95][cH:96][cH:97][cH:98][cH:99]2)[cH:100][cH:101]1>>[CH3:1][CH2:2][CH2:3][CH2:4][Sn:5]([CH2:6][CH2:7][CH2:8][CH3:9])([CH2:10][CH2:11][CH2:12][CH3:13])[C:15]([C:14](=[O:17])[O:18][CH3:19])=[CH2:16]. The reactants are C(C)(C)(C)O[C@H](C(=O)OCC)C=1C(=NC=2N(C1I)N=C(C2)C(=O)OCC)C ((S)-ethyl 6-(1-(tert-butoxy)-2-ethoxy-2-oxoethyl)-7-iodo-5-methylpyrazolo[1,5-a]pyrimidine-2-carboxylate), FC=1C(=CC2=C(OCCN2)C1)B1OC(C(O1)(C)C)(C)C (7-fluoro-6-(4,4,5,5-tetramethyl-1,3,2-dioxaborolan-2-yl)-3,4-dihydro-2H-benzo[b][1,4]oxazine), C(=O)([O-])[O-].[Na+].[Na+] (Na2CO3). The reagents and catalysts are C=1C=CC(=CC1)[P](C=2C=CC=CC2)(C=3C=CC=CC3)[Pd]([P](C=4C=CC=CC4)(C=5C=CC=CC5)C=6C=CC=CC6)([P](C=7C=CC=CC7)(C=8C=CC=CC8)C=9C=CC=CC9)[P](C=1C=CC=CC1)(C=1C=CC=CC1)C=1C=CC=CC1 (Tetrakis(triphenylphosphine)palladium(0)). Run in CN(C)C=O (DMF). Reaction conditions: temperature 100 celsius, time 5 minute. The product is C(C)(C)(C)O[C@H](C(=O)OCC)C=1C(=NC=2N(C1C1=CC3=C(OCCN3)C=C1F)N=C(C2)C(=O)OCC)C (Ethyl 6-((S)-1-(tert-butoxy)-2-ethoxy-2-oxoethyl)-7-(7-fluoro-3,4-dihydro-2H-benzo[b][1,4]oxazin-6-yl)-5-methylpyrazolo[1,5-a]pyrimidine-2-carboxylate). Reaction SMILES: [C:1]([O:5][C@@H:6]([C:12]1[C:13]([CH3:27])=[N:14][C:15]2[N:16]([N:19]=[C:20]([C:22]([O:24][CH2:25][CH3:26])=[O:23])[CH:21]=2)[C:17]=1I)[C:7]([O:9][CH2:10][CH3:11])=[O:8])([CH3:4])([CH3:3])[CH3:2].[F:28][C:29]1[C:30](B2OC(C)(C)C(C)(C)O2)=[CH:31][C:32]2[NH:37][CH2:36][CH2:35][O:34][C:33]=2[CH:38]=1.C([O-])([O-])=O.[Na+].[Na+]>CN(C=O)C.C1C=CC([P]([Pd]([P](C2C=CC=CC=2)(C2C=CC=CC=2)C2C=CC=CC=2)([P](C2C=CC=CC=2)(C2C=CC=CC=2)C2C=CC=CC=2)[P](C2C=CC=CC=2)(C2C=CC=CC=2)C2C=CC=CC=2)(C2C=CC=CC=2)C2C=CC=CC=2)=CC=1>[C:1]([O:5][C@@H:6]([C:12]1[C:13]([CH3:27])=[N:14][C:15]2[N:16]([N:19]=[C:20]([C:22]([O:24][CH2:25][CH3:26])=[O:23])[CH:21]=2)[C:17]=1[C:30]1[C:29]([F:28])=[CH:38][C:33]2[O:34][CH2:35][CH2:36][NH:37][C:32]=2[CH:31]=1)[C:7]([O:9][CH2:10][CH3:11])=[O:8])([CH3:4])([CH3:3])[CH3:2] |f:2.3.4,^1:62,64,83,102|. Reported procedure: A mixture of (S)-ethyl 6-(1-(tert-butoxy)-2-ethoxy-2-oxoethyl)-7-iodo-5-methylpyrazolo[1,5-a]pyrimidine-2-carboxylate (300 mg, 0.613 mmol), 7-fluoro-6-(4,4,5,5-tetramethyl-1,3,2-dioxaborolan-2-yl)-3,4-dihydro-2H-benzo[b][1,4]oxazine (prepared according to the procedure described in WO 2009/062285; 205 mg, 0.736 mmol) and 2N Na2CO3 (0.613 mL, 1.226 mmol) in DMF (6 mL) was degassed for 15 min. Tetrakis(triphenylphosphine)palladium(0) (49.6 mg, 0.043 mmol) was added and the degassing was continued ...